This data is from the Open Reaction Database (ORD), a public repository of structured organic reaction records. The task is: describe an organic reaction: reactants, conditions, products, and yield Starting materials: Cl.C(C)(=O)N1C[C@H](CC1)OC1=C(C=C(C=C1)CCC=1OC2=C(C1)C=C(C=C2)C(=N)N)O (2-[2-[4-[((3S)-1-acetyl-3-pyrrolidinyl)oxy]-3-hydroxyphenyl]ethyl]-5-benzofurancarboxamidine hydrochloride). The solvent is Cl (hydrochloric acid). Product: Cl.Cl.OC=1C=C(C=CC1O[C@@H]1CNCC1)CCC=1OC2=C(C1)C=C(C=C2)C(=N)N (2-[2-[3-hydroxy-4-[((3S)-3-pyrrolidinyl)oxy]phenyl]ethyl]-5-benzofurancarboxamidine dihydrochloride). The yield is 64.8%. As a reaction SMILES: [ClH:1].C([N:5]1[CH2:9][CH2:8][C@H:7]([O:10][C:11]2[CH:16]=[CH:15][C:14]([CH2:17][CH2:18][C:19]3[O:20][C:21]4[CH:27]=[CH:26][C:25]([C:28]([NH2:30])=[NH:29])=[CH:24][C:22]=4[CH:23]=3)=[CH:13][C:12]=2[OH:31])[CH2:6]1)(=O)C>Cl>[ClH:1].[ClH:1].[OH:31][C:12]1[CH:13]=[C:14]([CH2:17][CH2:18][C:19]2[O:20][C:21]3[CH:27]=[CH:26][C:25]([C:28]([NH2:30])=[NH:29])=[CH:24][C:22]=3[CH:23]=2)[CH:15]=[CH:16][C:11]=1[O:10][C@H:7]1[CH2:8][CH2:9][NH:5][CH2:6]1 |f:0.1,3.4.5|. Procedure details: 1.0 g of 2-[2-[4-[((3S)-1-acetyl-3-pyrrolidinyl)oxy]-3-hydroxyphenyl]ethyl]-5-benzofurancarboxamidine hydrochloride was dissolved in 30 ml of 6N hydrochloric acid, and the solution was refluxed under heating for 4 hours. After distilling off the solvent, the resulting residue was subjected to column chromatography using a column packed with a highly porous polymer type synthetic adsorbent (styrene-divinylbenzene polymer: Diaion HP-20) and using a water/acetonitrile mixture as an elution solvent.... Starting materials: [F-].[K+] (Potassium fluoride), C1COCCOCCN2CCOCCOCCN1CCOCCOCC2 (kryptofix 222), ClCC1=C(C=CC=C1)SCCC1OCCO1 (2-[2-(2-chloromethyl-phenylsulfanyl)-ethyl]-[1,3]dioxolane). Solvent: C(C)#N (acetonitrile), C(C)#N (acetonitrile). Conditions: time 8 hour. The product is FCC1=C(C=CC=C1)SCCC1OCCO1 (2-[2-(2-fluoromethyl-phenylsulfanyl)-ethyl]-[1,3]dioxolane). Reaction SMILES: [F-:1].[K+].C1N2CCOCCOCCN(CCOCCOCC2)CCOCCOC1.Cl[CH2:30][C:31]1[CH:36]=[CH:35][CH:34]=[CH:33][C:32]=1[S:37][CH2:38][CH2:39][CH:40]1[O:44][CH2:43][CH2:42][O:41]1>C(#N)C>[F:1][CH2:30][C:31]1[CH:36]=[CH:35][CH:34]=[CH:33][C:32]=1[S:37][CH2:38][CH2:39][CH:40]1[O:44][CH2:43][CH2:42][O:41]1 |f:0.1|. Procedure details: Potassium fluoride (3.5 mg, 0.060 mmol) and kryptofix 222 (22.5 mg, 0.060 mmol) were dissolved in acetonitrile (1 ml) and added to 2-[2-(2-chloromethyl-phenylsulfanyl)-ethyl]-[1,3]dioxolane (7.7 mg, 0.030 mmol) in acetonitrile (1 ml). The reaction mixture was heated to 70 degrees for 30 minutes. The crude product was purified by reverse phase preparative chromatography (Vydac 218TP1022 column; solvents A=water/0.1% TFA and B=CH3CN/0.1% TFA; gradient 40-80% B over 40 min; flow 10 ml/minute; detec...